describe an organic reaction: reactants, conditions, products, and yield From a dataset of the Open Reaction Database (ORD), a public repository of structured organic reaction records. Starting materials: CCc1ccc(C(CO)COc2ccc(CC3SC(=O)NC3=O)cc2)nc1, CC(=O)OC(C)=O, [Na], O, c1ccncc1. Yields the product CCc1ccc(C(COC(C)=O)COc2ccc(CC3SC(=O)NC3=O)cc2)nc1. As a reaction SMILES: [CH2:2]([CH3:3])[c:4]1[cH:5][cH:6][c:7]([CH:10]([CH2:11][O:12][c:13]2[cH:14][cH:15][c:16]([CH2:17][CH:18]3[C:19](=[O:24])[NH:20][C:21](=[O:23])[S:22]3)[cH:25][cH:26]2)[CH2:27][OH:28])[n:8][cH:9]1.[CH3:35][C:36](=[O:37])[O:38][C:39](=[O:40])[CH3:41].[Na:1].[OH2:42].[cH:29]1[cH:30][cH:31][n:32][cH:33][cH:34]1>>[CH2:2]([CH3:3])[c:4]1[cH:5][cH:6][c:7]([CH:10]([CH2:11][O:12][c:13]2[cH:14][cH:15][c:16]([CH2:17][CH:18]3[C:19](=[O:24])[NH:20][C:21](=[O:23])[S:22]3)[cH:25][cH:26]2)[CH2:27][O:28][C:36]([CH3:35])=[O:37])[n:8][cH:9]1. Reactants: [Br-].C1(=CC=CC=C1)C(C1=CC=CC=C1)(C1=CC=CC=C1)[PH3+] (triphenylmethylphosphonium bromide), C(CCC)[Li] (n-butyllithium), COC1=NC(=NC(=C1)OC)NC(=O)NS(=O)(=O)C1=C(C=CC=C1)C=O (N-[(4,6-dimethoxypyrimidin-2-yl)aminocarbonyl]-2-formylbenzenesulfonamide). The solvent is O1CCCC1 (tetrahydrofuran), O1CCCC1 (tetrahydrofuran). Conditions: time 4 hour. The product is COC1=NC(=NC(=C1)OC)NC(=O)NS(=O)(=O)C1=C(C=CC=C1)C=C (N-[(4,6-Dimethoxypyrimidin-2-yl)aminocarbonyl]-2-ethenylbenzenesulfonamide). As a reaction SMILES: C([Li])CCC.[Br-].C1([C:13]([PH3+])([C:20]2[CH:25]=[CH:24][CH:23]=[CH:22][CH:21]=2)[C:14]2C=CC=CC=2)C=CC=CC=1.[CH3:27][O:28][C:29]1[CH:34]=[C:33]([O:35][CH3:36])[N:32]=[C:31]([NH:37][C:38]([NH:40][S:41](C2C=CC=CC=2C=O)(=[O:43])=[O:42])=[O:39])[N:30]=1>O1CCCC1>[CH3:27][O:28][C:29]1[CH:34]=[C:33]([O:35][CH3:36])[N:32]=[C:31]([NH:37][C:38]([NH:40][S:41]([C:25]2[CH:24]=[CH:23][CH:22]=[CH:21][C:20]=2[CH:13]=[CH2:14])(=[O:42])=[O:43])=[O:39])[N:30]=1 |f:1.2|. Procedure details: To a stirred mixture of 0.02 mol of n-butyllithium in 20 ml of anhydrous tetrahydrofuran is added 3.6 g of triphenylmethylphosphonium bromide. The above solution is stirred at room temperature for 4 hours. A slurry of 3.7 g of N-[(4,6-dimethoxypyrimidin-2-yl)aminocarbonyl]-2-formylbenzenesulfonamide in 30 ml of dry tetrahydrofuran is then added dropwise. The resulting mixture is refluxed overnight and allowed to cool to room temperature. The precipitate is removed by suction filtration and washe... Starting materials: S(=O)(=O)([O-])[O-].[NH4+].[NH4+] (ammonium sulfate), NC(=O)N (urea). Product: NC(=O)N.S(=O)(=O)([O-])[O-].[NH4+].[NH4+] (urea ammonium sulfate). As a reaction SMILES: [S:1]([O-:5])([O-:4])(=[O:3])=[O:2].[NH4+:6].[NH4+].[NH2:8][C:9]([NH2:11])=[O:10]>>[NH2:8][C:9]([NH2:11])=[O:10].[S:1]([O-:5])([O-:4])(=[O:3])=[O:2].[NH4+:6].[NH4+:8] |f:0.1.2,4.5.6.7|. Procedure: A process for producing fertilizer granules containing urea and ammonium sulfate and having an ammonium sulfate concentration ≦60 wt. %, comprising the steps of: forming a molten urea suspension consisting of ammonium sulfate having an average particle size of 30 to 300 μm and urea having a temperature range of 120 to 155° C.; forming a fluidized bed of fine urea/ammonium sulfate particles in a fluidized bed reactor; injecting the molten urea suspension upwardly into the fluidized bed in an inje... Starting materials: O (water), CS(=O)(=O)N (methanesulfonamide), ClC1=NC=C(C=C1[N+](=O)[O-])C(F)(F)F (2-chloro-3-nitro-5-trifluoromethylpyridine), [H-].[Na+] (sodium hydride). The solvent is O1CCCC1 (tetrahydrofuran). Yields the product [N+](=O)([O-])C=1C(=NC=C(C1)C(F)(F)F)NS(=O)(=O)C (N-(3-nitro-5-trifluoromethyl-2-pyridyl)methanesulfonamide). Isolated yield 65.8%. Reaction SMILES: [CH3:1][S:2]([NH2:5])(=[O:4])=[O:3].[H-].[Na+].Cl[C:9]1[C:14]([N+:15]([O-:17])=[O:16])=[CH:13][C:12]([C:18]([F:21])([F:20])[F:19])=[CH:11][N:10]=1.O>O1CCCC1>[N+:15]([C:14]1[C:9]([NH:5][S:2]([CH3:1])(=[O:4])=[O:3])=[N:10][CH:11]=[C:12]([C:18]([F:21])([F:19])[F:20])[CH:13]=1)([O-:17])=[O:16] |f:1.2|. Procedure details: 4.4 g of methanesulfonamide was dissolved in 70 ml of dry tetrahydrofuran, and 1.9 g of 60% sodium hydride was added thereto under cooling with ice. After completion of the addition, the mixture was reacted for one hour under reflux. After cooling, 7.0 g of 2-chloro-3-nitro-5-trifluoromethylpyridine was added thereto, and the mixture was reacted for 6 hours under reflux. After completion of the reaction, the reaction product was poured into 300 ml of water and washed with ethyl ether. Then, the ... Yields the product COC(CC1=C(NC2=CC=C(C=C12)Cl)C(=O)C1=NC(=CC(=C1)C)C)=O (Methyl[5-chloro-2-(4,6-dimethylpyridine-2-carbonyl)-1H-indol-3-yl]acetate). The reactants are ClC=1C=CC(=C(/C=C/C(=O)OC)C1)NS(=O)(=O)C1=CC=CC=C1 (methyl trans-5-chloro-2-(phenylsulfonylamino)cinnamate), BrCC(=O)C1=NC(=CC(=C1)C)C (2-bromoacetyl-4,6-dimethylpyridine). Procedure: The title compound was prepared according to the procedure described in Example 57 from methyl trans-5-chloro-2-(phenylsulfonylamino)cinnamate (Example 36, step 3) and 2-bromoacetyl-4,6-dimethylpyridine*. RXN SMILES: [Cl:1][C:2]1[CH:3]=[CH:4][C:5]([NH:14]S(C2C=CC=CC=2)(=O)=O)=[C:6]([CH:13]=1)/[CH:7]=[CH:8]/[C:9]([O:11][CH3:12])=[O:10].Br[CH2:25][C:26]([C:28]1[CH:33]=[C:32]([CH3:34])[CH:31]=[C:30]([CH3:35])[N:29]=1)=[O:27]>>[CH3:12][O:11][C:9](=[O:10])[CH2:8][C:7]1[C:6]2[C:5](=[CH:4][CH:3]=[C:2]([Cl:1])[CH:13]=2)[NH:14][C:25]=1[C:26]([C:28]1[CH:33]=[C:32]([CH3:34])[CH:31]=[C:30]([CH3:35])[N:29]=1)=[O:27]. Starting materials: O=C1CCC(=O)N1Br, O=C([O-])O, C=C(CCC=C(C)CCCC(C)COCc1ccccc1)O[Si](C)(C)C, [Na+], C1CCOC1. Yields the product CC(=CCCC(=O)CBr)CCCC(C)COCc1ccccc1. RXN SMILES: [Br:32][N:33]1[C:34](=[O:35])[CH2:36][CH2:37][C:38]1=[O:39].[C:27](=[O:28])([OH:29])[O-:30].[CH2:1]([c:2]1[cH:3][cH:4][cH:5][cH:6][cH:7]1)[O:8][CH2:9][CH:10]([CH2:11][CH2:12][CH2:13][C:14](=[CH:15][CH2:16][CH2:17][C:18](=[CH2:19])[O:20][Si:21]([CH3:22])([CH3:23])[CH3:24])[CH3:25])[CH3:26].[Na+:31].[O:40]1[CH2:41][CH2:42][CH2:43][CH2:44]1>>[CH2:1]([c:2]1[cH:3][cH:4][cH:5][cH:6][cH:7]1)[O:8][CH2:9][CH:10]([CH2:11][CH2:12][CH2:13][C:14](=[CH:15][CH2:16][CH2:17][C:18](=[O:19])[CH2:20][Br:32])[CH3:25])[CH3:26].